Task: describe an organic reaction: reactants, conditions, products, and yield. Dataset: the Open Reaction Database (ORD), a public repository of structured organic reaction records Run at temperature 100 celsius, time 3 hour. Reported procedure: A 250-mL round-bottomed flask equipped with a reflux condenser was charged with 186a (800 mg, 2.86 mmol), 4,4,4′,4′,5,5,5′,5′-octamethyl-2,2′-bi(1,3,2-dioxaborolane) (2.18 g, 8.57 mmol), Pd (dppf) Cl2 (204 mg, 0.28 mmol), potassium acetate (560 mg, 5.71 mmol), and dioxane (60 mL). After bubbling nitrogen through the mixture for 30 minutes, it was stirred at 100° C. for 3 h under nitrogen. The mixture was cooled to room temperature and filtered. The filtrate was evaporated under reduce pressure. ... Run in O1CCOCC1 (dioxane). The yield is 57.7%. Product: CN1C=C(N=C(C1=O)NC=1C=NC=CC1)B(O)O (4-Methyl-5-oxo-6-(pyridin-3-ylamino)-4,5-dihydropyrazin-2-ylboronic acid). Starting materials: BrC=1N=C(C(N(C1)C)=O)NC=1C=NC=CC1 (5-Bromo-1-methyl-3-(pyridin-3-ylamino)pyrazin-2(1H)-one), CC1(OB(OC1(C)C)B1OC(C(O1)(C)C)(C)C)C (4,4,4′,4′,5,5,5′,5′-octamethyl-2,2′-bi(1,3,2-dioxaborolane)), C(C)(=O)[O-].[K+] (potassium acetate). Reaction SMILES: Br[C:2]1[N:3]=[C:4]([NH:10][C:11]2[CH:12]=[N:13][CH:14]=[CH:15][CH:16]=2)[C:5](=[O:9])[N:6]([CH3:8])[CH:7]=1.CC1(C)C(C)(C)[O:21][B:20](B2OC(C)(C)C(C)(C)O2)[O:19]1.C([O-])(=O)C.[K+]>[Pd].O1CCOCC1>[CH3:8][N:6]1[C:5](=[O:9])[C:4]([NH:10][C:11]2[CH:12]=[N:13][CH:14]=[CH:15][CH:16]=2)=[N:3][C:2]([B:20]([OH:21])[OH:19])=[CH:7]1 |f:2.3|. Reagents/catalysts: [Pd] (Pd). Reactants: COCC1OC(n2cnc3c(NCC(c4ccccc4)c4ccccc4)nc(CC#N)nc32)C(O[Si](C)(C)C(C)(C)C)C1O[Si](C)(C)C(C)(C)C, CCO, [H][H], N. Product: COCC1OC(n2cnc3c(NCC(c4ccccc4)c4ccccc4)nc(CCN)nc32)C(O[Si](C)(C)C(C)(C)C)C1O[Si](C)(C)C(C)(C)C. As a reaction SMILES: [C:1]([CH3:2])([CH3:3])([CH3:4])[Si:5]([O:6][CH:7]1[CH:8]([n:23]2[c:24]3[n:25][c:26]([CH2:47][C:48]#[N:49])[n:27][c:28]([NH:32][CH2:33][CH:34]([c:35]4[cH:36][cH:37][cH:38][cH:39][cH:40]4)[c:41]4[cH:42][cH:43][cH:44][cH:45][cH:46]4)[c:29]3[n:30][cH:31]2)[O:9][CH:10]([CH2:20][O:21][CH3:22])[CH:11]1[O:12][Si:13]([CH3:14])([CH3:15])[C:16]([CH3:17])([CH3:18])[CH3:19])([CH3:50])[CH3:51].[CH3:55][CH2:56][OH:57].[H:53][H:54].[NH3:52]>>[C:1]([CH3:2])([CH3:3])([CH3:4])[Si:5]([O:6][CH:7]1[CH:8]([n:23]2[c:24]3[n:25][c:26]([CH2:47][CH2:48][NH2:49])[n:27][c:28]([NH:32][CH2:33][CH:34]([c:35]4[cH:36][cH:37][cH:38][cH:39][cH:40]4)[c:41]4[cH:42][cH:43][cH:44][cH:45][cH:46]4)[c:29]3[n:30][cH:31]2)[O:9][CH:10]([CH2:20][O:21][CH3:22])[CH:11]1[O:12][Si:13]([CH3:14])([CH3:15])[C:16]([CH3:17])([CH3:18])[CH3:19])([CH3:50])[CH3:51]. Reactants: [Al+3], Brc1ccccc1, CCCCC(=O)Cl, [Cl-], [Cl-], [Cl-], Cl, S=C=S. The product is CCCCC(=O)c1ccc(Br)cc1. RXN SMILES: [Al+3:2].[Br:12][c:13]1[cH:14][cH:15][cH:16][cH:17][cH:18]1.[C:5]([CH2:6][CH2:7][CH2:8][CH3:9])(=[O:10])[Cl:11].[Cl-:1].[Cl-:3].[Cl-:4].[ClH:19].[S:20]=[C:21]=[S:22]>>[C:5]([CH2:6][CH2:7][CH2:8][CH3:9])(=[O:10])[c:16]1[cH:15][cH:14][c:13]([Br:12])[cH:18][cH:17]1. Reactants: C(C)OC(=O)C1CN(CC1=O)C(=O)OC(C)(C)C ((RS)-4-oxo-pyrrolidine-1,3-dicarboxylic acid 1-tert-butyl ester 3-ethyl ester), C(C1=CC=CC=C1)N (benzylamine), CC(=O)O (AcOH), C(#N)[BH3-].[Na+] (Sodium cyanoborohydride). Solvent: CCO (EtOH). Reaction conditions: time 3 hour. Yields the product C(C)OC(=O)[C@@H]1CN(C[C@H]1NCC1=CC=CC=C1)C(=O)OC(C)(C)C ((3R*,4S*)-4-Benzylamino-pyrrolidine-1,3-dicarboxylic acid 1-tert-butyl ester 3-ethyl ester). The yield is 53.7%. RXN SMILES: [CH2:1]([O:3][C:4]([CH:6]1[C:10](=O)[CH2:9][N:8]([C:12]([O:14][C:15]([CH3:18])([CH3:17])[CH3:16])=[O:13])[CH2:7]1)=[O:5])[CH3:2].[CH2:19]([NH2:26])[C:20]1[CH:25]=[CH:24][CH:23]=[CH:22][CH:21]=1.CC(O)=O.C([BH3-])#N.[Na+]>CCO>[CH2:1]([O:3][C:4]([C@H:6]1[C@H:10]([NH:26][CH2:19][C:20]2[CH:25]=[CH:24][CH:23]=[CH:22][CH:21]=2)[CH2:9][N:8]([C:12]([O:14][C:15]([CH3:18])([CH3:17])[CH3:16])=[O:13])[CH2:7]1)=[O:5])[CH3:2] |f:3.4|. Procedure details: To a solution of (RS)-4-oxo-pyrrolidine-1,3-dicarboxylic acid 1-tert-butyl ester 3-ethyl ester (commercial; 1 g, 3.9 mmol) in EtOH (15 mL) were added benzylamine (0.85 mL, 7.77 mmol) and AcOH (0.45 mL, 7.77 mmol) and the mixture was stirred 3 h at rt. Sodium cyanoborohydride (0.98 g, 15.5 mmol) was then added at rt and the mixture was heated to 75° C. for 5 h, then 15 h to 50° C. and again 1 h to 75° C. The mixture was concentrated under reduced pressure, water was added and the mixture extracte... Starting materials: CC(C)n1ncnc1-c1nc2c(s1)CCOc1cc(Br)ccc1-2, [C-]#N, [C-]#N, ClCCl, CN(C)C=O, [Zn+2], c1ccc(P(c2ccccc2)(c2ccccc2)[Pd](P(c2ccccc2)(c2ccccc2)c2ccccc2)(P(c2ccccc2)(c2ccccc2)c2ccccc2)P(c2ccccc2)(c2ccccc2)c2ccccc2)cc1. Product: CC(C)n1ncnc1-c1nc2c(s1)CCOc1cc(C#N)ccc1-2. RXN SMILES: [Br:1][c:2]1[cH:3][c:4]2[c:5]([cH:22][cH:23]1)-[c:6]1[n:7][c:8](-[c:14]3[n:15]([CH:19]([CH3:20])[CH3:21])[n:16][cH:17][n:18]3)[s:9][c:10]1[CH2:11][CH2:12][O:13]2.[C-:32]#[N:33].[C-:35]#[N:36].[CH2:29]([Cl:30])[Cl:31].[CH3:24][N:25]([CH3:26])[CH:27]=[O:28].[Zn+2:34].[cH:37]1[cH:38][cH:39][c:40]([P:41]([Pd:42]([P:43]([c:44]2[cH:45][cH:46][cH:47][cH:48][cH:49]2)([c:50]2[cH:51][cH:52][cH:53][cH:54][cH:55]2)[c:56]2[cH:57][cH:58][cH:59][cH:60][cH:61]2)([P:62]([c:63]2[cH:64][cH:65][cH:66][cH:67][cH:68]2)([c:69]2[cH:70][cH:71][cH:72][cH:73][cH:74]2)[c:75]2[cH:76][cH:77][cH:78][cH:79][cH:80]2)[P:81]([c:82]2[cH:83][cH:84][cH:85][cH:86][cH:87]2)([c:88]2[cH:89][cH:90][cH:91][cH:92][cH:93]2)[c:94]2[cH:95][cH:96][cH:97][cH:98][cH:99]2)([c:100]2[cH:101][cH:102][cH:103][cH:104][cH:105]2)[c:106]2[cH:107][cH:108][cH:109][cH:110][cH:111]2)[cH:112][cH:113]1>>[c:2]1([C:24]#[N:25])[cH:3][c:4]2[c:5]([cH:22][cH:23]1)-[c:6]1[n:7][c:8](-[c:14]3[n:15]([CH:19]([CH3:20])[CH3:21])[n:16][cH:17][n:18]3)[s:9][c:10]1[CH2:11][CH2:12][O:13]2. Starting materials: [N+](=O)([O-])C1=CC=C(CC2=CC=C(C(=O)O)C=C2)C=C1 (4-(4-Nitrobenzyl)-benzoic acid), C(C(=O)Cl)(=O)Cl (Oxalyl chloride). Reagents/catalysts: CN(C=O)C (N,N-dimethylformamide). Solvent: ClCCl (dichloromethane). Conditions: time 1 hour. Product: ClC(=O)C1=CC=C(CC2=CC=C(C=C2)[N+](=O)[O-])C=C1 (4-(4-chlorocarbonylbenzyl)-nitrobenzene). As a reaction SMILES: [N+:1]([C:4]1[CH:19]=[CH:18][C:7]([CH2:8][C:9]2[CH:17]=[CH:16][C:12]([C:13](O)=[O:14])=[CH:11][CH:10]=2)=[CH:6][CH:5]=1)([O-:3])=[O:2].C(Cl)(=O)C([Cl:23])=O>ClCCl.CN(C)C=O>[Cl:23][C:13]([C:12]1[CH:16]=[CH:17][C:9]([CH2:8][C:7]2[CH:18]=[CH:19][C:4]([N+:1]([O-:3])=[O:2])=[CH:5][CH:6]=2)=[CH:10][CH:11]=1)=[O:14]. Reported procedure: 4-(4-Nitrobenzyl)-benzoic acid (1.03 g, 4 mmol) was dissolved in dichloromethane (40 mL). Oxalyl chloride (0.42 mL, 1.2 eq) was added to the mixture, followed by 1 drop of N,N-dimethylformamide. The mixture was stirred for 1 hour at room temperature and the solvents evaporated to give 4-(4-chlorocarbonylbenzyl)-nitrobenzene (1.10 g) as a pale yellow solid. The reactants are CC1=C(OC2=C1C(=CC=C2)OCCCN(CC=2C=NC=CC2)C)C=O (3-methyl-4-[3-(methyl-pyridin-3-ylmethyl-amino)-propoxy]-benzofuran-2-carbaldehyde), NC1=NOC(=C1)C (3-amino-5-methylisooxazole). Solvent: C1(=CC=CC=C1)C (toluene). Product: CC1=CC(=NO1)NCC=1OC2=C(C1C)C(=CC=C2)OCCCN(CC=2C=NC=CC2)C ((5-Methyl-isoxazol-3-yl)-{3-methyl-4-[3-(methyl-pyridin-3-ylmethyl-amino)-propoxy]-benzofuran-2-ylmethyl}-amine). The yield is 67.3%. Reaction SMILES: [CH3:1][C:2]1[C:6]2[C:7]([O:11][CH2:12][CH2:13][CH2:14][N:15]([CH3:23])[CH2:16][C:17]3[CH:18]=[N:19][CH:20]=[CH:21][CH:22]=3)=[CH:8][CH:9]=[CH:10][C:5]=2[O:4][C:3]=1[CH:24]=O.[NH2:26][C:27]1[CH:31]=[C:30]([CH3:32])[O:29][N:28]=1>C1(C)C=CC=CC=1>[CH3:32][C:30]1[O:29][N:28]=[C:27]([NH:26][CH2:24][C:3]2[O:4][C:5]3[CH:10]=[CH:9][CH:8]=[C:7]([O:11][CH2:12][CH2:13][CH2:14][N:15]([CH3:23])[CH2:16][C:17]4[CH:18]=[N:19][CH:20]=[CH:21][CH:22]=4)[C:6]=3[C:2]=2[CH3:1])[CH:31]=1. Procedure details: A solution of 3-methyl-4-[3-(methyl-pyridin-3-ylmethyl-amino)-propoxy]-benzofuran-2-carbaldehyde (55 mg) and 3-amino-5-methylisooxazole (160 mg) in toluene (4 ml) was refluxed overnight. The mixture was concentrated in vacuo and the residue was purified by silica gel column chromatography developed by ethyl acetate and methanol to give the titled compound as a pale yellow oil (46 mg). ESI-MS: m/z 419 (MH+); 1H-NMR (CDCl3): δ 2.00-2.09 (2H, m), 2.29 (3H, s), 2.44 (3H, s), 2.48 (2H, s), 2.68 (2H, ... The reactants are COCCOCOc1cccc(COCc2ccccn2)c1, CO, CCOC(C)=O, O, Cc1ccc(S(=O)(=O)O)cc1. The product is Oc1cccc(COCc2ccccn2)c1. Reaction SMILES: [CH3:1][O:2][CH2:3][CH2:4][O:5][CH2:6][O:7][c:8]1[cH:9][c:10]([CH2:11][O:12][CH2:13][c:14]2[n:15][cH:16][cH:17][cH:18][cH:19]2)[cH:20][cH:21][cH:22]1.[CH3:35][OH:36].[CH3:37][CH2:38][O:39][C:40]([CH3:41])=[O:42].[OH2:23].[c:24]1([CH3:25])[cH:26][cH:27][c:28]([S:29]([OH:30])(=[O:31])=[O:32])[cH:33][cH:34]1>>[OH:7][c:8]1[cH:9][c:10]([CH2:11][O:12][CH2:13][c:14]2[n:15][cH:16][cH:17][cH:18][cH:19]2)[cH:20][cH:21][cH:22]1. Starting materials: BrC1=CC=CC=2N1N=C(N2)N (5-bromo-[1,2,4]triazolo[1,5-a]pyridin-2-ylamine), B(O)(O)C1=CC=C(C=C1)CN1CCS(CC1)(=O)=O (4-[(4-boronophenyl)methyl]-thiomorpholine 1,1-dioxide). Product: O=S1(CCN(CC1)CC1=CC=C(C=C1)C1=CC=CC=2N1N=C(N2)N)=O (5-{-4-[(1,1-dioxidothiomorpholin-4-yl)methyl]phenyl}[1,2,4]triazolo[1,5-a]pyridin-2-amine). Reaction SMILES: Br[C:2]1[N:7]2[N:8]=[C:9]([NH2:11])[N:10]=[C:6]2[CH:5]=[CH:4][CH:3]=1.B([C:15]1[CH:20]=[CH:19][C:18]([CH2:21][N:22]2[CH2:27][CH2:26][S:25](=[O:29])(=[O:28])[CH2:24][CH2:23]2)=[CH:17][CH:16]=1)(O)O>>[O:29]=[S:25]1(=[O:28])[CH2:26][CH2:27][N:22]([CH2:21][C:18]2[CH:19]=[CH:20][C:15]([C:2]3[N:7]4[N:8]=[C:9]([NH2:11])[N:10]=[C:6]4[CH:5]=[CH:4][CH:3]=3)=[CH:16][CH:17]=2)[CH2:23][CH2:24]1. Procedure details: 5-{-4-[(1,1-dioxidothiomorpholin-4-yl)methyl]phenyl}[1,2,4]triazolo[1,5-a]pyridin-2-amine was prepared from 5-bromo-[1,2,4]triazolo[1,5-a]pyridin-2-ylamine and 4-[(4-boronophenyl)methyl]-thiomorpholine 1,1-dioxide in a manner analogous to Step 2c. The reaction product was taken on to the next step.